Dataset: the Open Reaction Database (ORD), a public repository of structured organic reaction records. Task: describe an organic reaction: reactants, conditions, products, and yield Reactants: CC(C)c1cc([N+](=O)[O-])ccc1N, O=N[O-], [Na+], O, O=S(=O)(O)O. Product: CC(C)c1cc([N+](=O)[O-])ccc1O. RXN SMILES: [CH:1]([CH3:2])([CH3:3])[c:4]1[c:5]([NH2:13])[cH:6][cH:7][c:8]([N+:10](=[O:11])[O-:12])[cH:9]1.[N:14](=[O:15])[O-:16].[Na+:17].[OH2:18].[S:19](=[O:20])(=[O:21])([OH:22])[OH:23]>>[CH:1]([CH3:2])([CH3:3])[c:4]1[c:5]([OH:15])[cH:6][cH:7][c:8]([N+:10](=[O:11])[O-:12])[cH:9]1. The reactants are BrC(Br)(Br)Br, ClCCl, CC(C)c1cc(-c2ccccc2)nc(-c2ccc(F)cc2)c1C=O, c1ccc(P(c2ccccc2)c2ccccc2)cc1. The product is CC(C)c1cc(-c2ccccc2)nc(-c2ccc(F)cc2)c1C=C(Br)Br. As a reaction SMILES: [C:1]([Br:2])([Br:3])([Br:4])[Br:5].[Cl:49][CH2:50][Cl:51].[F:6][c:7]1[cH:8][cH:9][c:10](-[c:13]2[n:14][c:15](-[c:24]3[cH:25][cH:26][cH:27][cH:28][cH:29]3)[cH:16][c:17]([CH:21]([CH3:22])[CH3:23])[c:18]2[CH:19]=[O:20])[cH:11][cH:12]1.[c:30]1([P:31]([c:32]2[cH:33][cH:34][cH:35][cH:36][cH:37]2)[c:38]2[cH:39][cH:40][cH:41][cH:42][cH:43]2)[cH:44][cH:45][cH:46][cH:47][cH:48]1>>[C:1]([Br:2])([Br:5])=[CH:19][c:18]1[c:13](-[c:10]2[cH:9][cH:8][c:7]([F:6])[cH:12][cH:11]2)[n:14][c:15](-[c:24]2[cH:25][cH:26][cH:27][cH:28][cH:29]2)[cH:16][c:17]1[CH:21]([CH3:22])[CH3:23]. The reactants are FC1=CC=C(COCC2(OC3=C(C2)C=CC=C3)C(=O)OCC)C=C1 (ethyl 2-(4'-fluorobenzyloxymethyl)-2,3-dihydrobenzofuran-2-carboxylate), [H-].[H-].[H-].[H-].[Li+].[Al+3] (LiAlH4), C(C)OCC (ethyl ether). Product: FC1=CC=C(COCC2OC3=C(C2)C=C(C=C3)CO)C=C1 (2-(4'-Fluorobenzyloxymethyl)-5-hydroxymethyl-2,3-dihydrobenzofuran). Isolated yield 83.0%. As a reaction SMILES: [F:1][C:2]1[CH:24]=[CH:23][C:5]([CH2:6][O:7][CH2:8][C:9]2(C(OCC)=O)[CH2:13][C:12]3[CH:14]=[CH:15][CH:16]=[CH:17][C:11]=3[O:10]2)=[CH:4][CH:3]=1.[H-].[H-].[H-].[H-].[Li+].[Al+3].[CH2:31]([O:33]CC)C>>[F:1][C:2]1[CH:3]=[CH:4][C:5]([CH2:6][O:7][CH2:8][CH:9]2[CH2:13][C:12]3[CH:14]=[C:15]([CH2:31][OH:33])[CH:16]=[CH:17][C:11]=3[O:10]2)=[CH:23][CH:24]=1 |f:1.2.3.4.5.6|. Procedure: Following the process described in example 18 (point C), starting from ethyl 2-(4'-fluorobenzyloxymethyl)-2,3-dihydrobenzofuran-2-carboxylate (7.00 g, 23.2 mmol), LiAlH4 (3.51 g, 92.6 mmol) and dry ethyl ether (300 ml), the title compound was prepared (83% yield). The reactants are [OH-].[K+] (KOH), NC=1SC2=C(C=CC=3CCNC(C23)=O)N1 (2-Amino-7,8-dihydrothiazolo[4,5-h]isoquinolin-9(6H)-one), [PH2](=O)O (hypo phosphorous acid), N(=O)[O-].[Na+] (NaNO2). Run in ice water, C(C)(=O)OCC (ethyl acetate), P(O)(O)O (orthophosphorous acid), O (H2O). Run at temperature 0 celsius, time 30 minute. Product: S1C=NC=2C=CC=3CCNC(C3C21)=O (7,8-dihydrothiazolo[4,5-h]isoquinolin-9(6H)-one). Yield: 10.6%. Reaction SMILES: N[C:2]1[S:3][C:4]2[C:13]3[C:12](=[O:14])[NH:11][CH2:10][CH2:9][C:8]=3[CH:7]=[CH:6][C:5]=2[N:15]=1.N([O-])=O.[Na+].[PH2](O)=O.[OH-].[K+]>P(O)(O)O.C(OCC)(=O)C.O>[S:3]1[C:4]2[C:13]3[C:12](=[O:14])[NH:11][CH2:10][CH2:9][C:8]=3[CH:7]=[CH:6][C:5]=2[N:15]=[CH:2]1 |f:1.2,4.5|. Procedure: 2-Amino-7,8-dihydrothiazolo[4,5-h]isoquinolin-9(6H)-one (I-66b: 1.4 g, 0.006 mol) in orthophosphorous acid (30 mL) was heated at 40° C. when a clear solution was formed. This was followed by the addition of NaNO2 (2.64 g, 0.038 mol) and H2O (10 mL) at 0° C. The resulting reaction mass was stirred at 0° C. for 30 minutes and added hypo phosphorous acid (35 mL). The reaction mass was stirred at 0° C. for 2 hours. The reaction was monitored by TLC (100% ethyl acetate). The reaction mass was diluted... Reactants: [C@@H]12N(C[C@@H](NC1)C2)C(=O)[C@H](C(C)(C)C)NC(=O)C=2NC1=CC=CC=C1C2 (N-{(1S)-1-[(1S,4S)-2,5-diazabicyclo[2.2.1]hept-2-ylcarbonyl]-2,2-dimethylpropyl}-1H-indole-2-carboxamide), BrC=1C=CC(=NC1)C(=O)O (5-bromo-2-pyridinecarboxylic acid), C(CCl)Cl (EDC), C=1C=CC2=C(C1)N=NN2O (HOBt), CN1CCOCC1 (NMM). Solvent: C(Cl)Cl (CH2Cl2), O (water). Conditions: time 12 hour. Yields the product BrC=1C=CC(=NC1)C(=O)N1[C@@H]2CN([C@H](C1)C2)C(=O)[C@H](C(C)(C)C)NC(=O)C=2NC1=CC=CC=C1C2 (N-[(1S)-1-({(1S,4S)-5-[(5-bromo-2-pyridinyl)carbonyl]-2,5-diazabicyclo[2.2.1]hept-2-yl}carbonyl)-2,2-dimethylpropyl]-1H-indole-2-carboxamide). Isolated yield 92.1%. As a reaction SMILES: [C@H:1]12[CH2:7][C@H:4]([NH:5][CH2:6]1)[CH2:3][N:2]2[C:8]([C@@H:10]([NH:15][C:16]([C:18]1[NH:19][C:20]2[C:25]([CH:26]=1)=[CH:24][CH:23]=[CH:22][CH:21]=2)=[O:17])[C:11]([CH3:14])([CH3:13])[CH3:12])=[O:9].[Br:27][C:28]1[CH:29]=[CH:30][C:31]([C:34](O)=[O:35])=[N:32][CH:33]=1.C(Cl)CCl.C1C=CC2N(O)N=NC=2C=1.CN1CCOCC1>C(Cl)Cl.O>[Br:27][C:28]1[CH:29]=[CH:30][C:31]([C:34]([N:5]2[CH2:6][C@@H:1]3[CH2:7][C@H:4]2[CH2:3][N:2]3[C:8]([C@@H:10]([NH:15][C:16]([C:18]2[NH:19][C:20]3[C:25]([CH:26]=2)=[CH:24][CH:23]=[CH:22][CH:21]=3)=[O:17])[C:11]([CH3:14])([CH3:13])[CH3:12])=[O:9])=[O:35])=[N:32][CH:33]=1. Procedure: A mixture of N-{(1S)-1-[(1S,4S)-2,5-diazabicyclo[2.2.1]hept-2-ylcarbonyl]-2,2-dimethylpropyl}-1H-indole-2-carboxamide (5 g, 14.11 mmol), 5-bromo-2-pyridinecarboxylic acid (2.85 g, 14.11 mmol), EDC (2.7 g, 14.11 mmol), HOBt (1.91 g, 14.11 mmol), NMM (2.14 g, 21.14 mmol) in CH2Cl2 (50 mL) was stirred at room temperature for 12 h. The reaction was diluted with water. The two layers were separated and the organic washed with sat. NaHCO3 and 1N HCl. The resulting organic solution was dried over anhyd... Starting materials: C=1C=CC(=CC1)P(C=2C=CC=CC2)C3=CC=C4C=CC=CC4=C3C5=C6C=CC=CC6=CC=C5P(C=7C=CC=CC7)C=8C=CC=CC8 (BINAP), biarylamine, NC1=CC=CC=C1 (aniline), NC=1C=C2[C@H]3[C@H](CN4C2=C(C1)CCC4)CN(C3)C(=O)OC(C)(C)C ((±)-trans tert-butyl 2-amino-5,6,8a,9,11,11a-hexahydro-4H-pyrido[3,2,1-ij]pyrrolo[3,4-c]quinoline-10(8H)-carboxylate), CC(C)([O-])C.[Na+] (sodium tert-butoxide), BrC=1C=C(C=CC1Cl)C(F)(F)F (3-bromo-4-chlorobenzotrifluoride). The reagents and catalysts are C=1C=CC(=CC1)/C=C/C(=O)/C=C/C2=CC=CC=C2.C=1C=CC(=CC1)/C=C/C(=O)/C=C/C2=CC=CC=C2.C=1C=CC(=CC1)/C=C/C(=O)/C=C/C2=CC=CC=C2.[Pd].[Pd] (Pd2(dba)3). Solvent: CCOCC (ether), C1(=CC=CC=C1)C (toluene). Conditions: temperature 0 celsius, time 8 hour. Product: ClC1=C(C=C(C=C1)C(F)(F)F)NC=1C=C2[C@H]3[C@H](CN4C2=C(C1)CCC4)CNC3 ((±)-trans-N-[2-chloro-5-(trifluoromethyl)phenyl]-5,6,8,8a,9,10,11,11a-octahydro-4H-pyrido[3,2,1-ij]pyrrolo[3,4-c]quinolin-2-amine). Yield: 16.9%. Reaction SMILES: [NH2:1][C:2]1[CH:3]=[C:4]2[C:9]3=[C:10]([CH2:12][CH2:13][CH2:14][N:8]3[CH2:7][C@@H:6]3[CH2:15][N:16](C(OC(C)(C)C)=O)[CH2:17][C@@H:5]23)[CH:11]=1.CC(C)([O-])C.[Na+].Br[C:32]1[CH:33]=[C:34]([C:39]([F:42])([F:41])[F:40])[CH:35]=[CH:36][C:37]=1[Cl:38].C1C=CC(P(C2C(C3C(P(C4C=CC=CC=4)C4C=CC=CC=4)=CC=C4C=3C=CC=C4)=C3C(C=CC=C3)=CC=2)C2C=CC=CC=2)=CC=1.NC1C=CC=CC=1>C1(C)C=CC=CC=1.CCOCC.C1C=CC(/C=C/C(/C=C/C2C=CC=CC=2)=O)=CC=1.C1C=CC(/C=C/C(/C=C/C2C=CC=CC=2)=O)=CC=1.C1C=CC(/C=C/C(/C=C/C2C=CC=CC=2)=O)=CC=1.[Pd].[Pd]>[Cl:38][C:37]1[CH:32]=[CH:33][C:34]([C:39]([F:40])([F:41])[F:42])=[CH:35][C:36]=1[NH:1][C:2]1[CH:3]=[C:4]2[C:9]3=[C:10]([CH2:12][CH2:13][CH2:14][N:8]3[CH2:7][C@@H:6]3[CH2:15][NH:16][CH2:17][C@@H:5]23)[CH:11]=1 |f:1.2,8.9.10.11.12|. Procedure: A solution of (±)-trans tert-butyl 2-amino-5,6,8a,9,11,11a-hexahydro-4H-pyrido[3,2,1-ij]pyrrolo[3,4-c]quinoline-10(8H)-carboxylate (100 mg, 0.304 mmol), sodium tert-butoxide (58 mg, 0.608 mmol), and 3-bromo-4-chlorobenzotrifluoride (95 mg, 0.365 mmol) in anhydrous toluene (6 mL) were degassed with argon at 85° C. for 15 min. The solution was cooled slightly, and a mixture of solid Pd2(dba)3 (5.6 mg, 6.1 μmol) and solid BINAP (11 mg, μmol) were added to the solution. The flask was capped under a ...